The task is: describe an organic reaction: reactants, conditions, products, and yield. This data is from the Open Reaction Database (ORD), a public repository of structured organic reaction records. Starting materials: BrB(Br)Br, FC(F)(F)Cn1ccc2cc(OCc3ccccc3)ccc21, ClCCl. RXN SMILES: [B:23]([Br:24])([Br:25])[Br:26].[CH2:1]([c:2]1[cH:3][cH:4][cH:5][cH:6][cH:7]1)[O:8][c:9]1[cH:10][c:11]2[cH:12][cH:13][n:14]([CH2:18][C:19]([F:20])([F:21])[F:22])[c:15]2[cH:16][cH:17]1.[Cl:27][CH2:28][Cl:29]>>[OH:8][c:9]1[cH:10][c:11]2[cH:12][cH:13][n:14]([CH2:18][C:19]([F:20])([F:21])[F:22])[c:15]2[cH:16][cH:17]1. Product: Oc1ccc2c(ccn2CC(F)(F)F)c1. Reactants: CC(NC(=O)OC(C)(C)C)c1ccc(C(C)(C)C#N)cc1, Cl, C1COCCO1, C1CCOC1. The product is CC(N)c1ccc(C(C)(C)C#N)cc1, Cl. RXN SMILES: [C:2](#[N:3])[C:4]([CH3:5])([CH3:6])[c:7]1[cH:8][cH:9][c:10]([CH:13]([CH3:14])[NH:15][C:16](=[O:17])[O:18][C:19]([CH3:20])([CH3:21])[CH3:22])[cH:11][cH:12]1.[ClH:1].[O:23]1[CH2:24][CH2:25][O:26][CH2:27][CH2:28]1.[O:29]1[CH2:30][CH2:31][CH2:32][CH2:33]1>>[C:2](#[N:3])[C:4]([CH3:5])([CH3:6])[c:7]1[cH:8][cH:9][c:10]([CH:13]([CH3:14])[NH2:15])[cH:11][cH:12]1.[ClH:1]. Reported procedure: Following the procedure of Example 17, 7-(3,7-dimethyl-2,6-octadienyloxy)-chromane and peracetic acid are reacted to form 7-(6,7-epoxy-3,7-dimethyl-2-octenyloxy)-chromane, nD20 = 1.5341. The product is O1C(CCC(=CCOC2=CC=C3CCCOC3=C2)C)C1(C)C (7-(6,7-epoxy-3,7-dimethyl-2-octenyloxy)-chromane). As a reaction SMILES: [CH3:1][C:2]([CH2:16][CH2:17][CH:18]=[C:19]([CH3:21])[CH3:20])=[CH:3][CH2:4][O:5][C:6]1[CH:15]=[C:14]2[C:9]([CH2:10][CH2:11][CH2:12][O:13]2)=[CH:8][CH:7]=1.C(OO)(=[O:24])C>>[O:24]1[C:19]([CH3:21])([CH3:20])[CH:18]1[CH2:17][CH2:16][C:2]([CH3:1])=[CH:3][CH2:4][O:5][C:6]1[CH:15]=[C:14]2[C:9]([CH2:10][CH2:11][CH2:12][O:13]2)=[CH:8][CH:7]=1. Starting materials: CC(=CCOC1=CC=C2CCCOC2=C1)CCC=C(C)C (7-(3,7-dimethyl-2,6-octadienyloxy)-chromane), C(C)(=O)OO (peracetic acid). Starting materials: ClCC1=CC=2C(CCC(C2C=C1)(C)C)(C)C (2-chloromethyl-5,5,8,8-tetramethyl-5,6,7,8-tetrahydronaphthalene), C([O-])([O-])=O.[K+].[K+] (potassium carbonate), O (water), OC=1C=C(C=O)C=CC1O (3,4-Dihydroxybenzaldehyde). The reagents and catalysts are [I-].[Na+] (sodium iodide). The solvent is CC(=O)C (acetone). Yields the product OC=1C=C(C=O)C=CC1OCC1=CC=2C(CCC(C2C=C1)(C)C)(C)C (3-hydroxy-4-[5,6,7,8-tetrahydro-5,5,8,8-tetramethyl-2-naphthalenyl]methoxy benzaldehyde). The yield is 46.9%. Reaction SMILES: [OH:1][C:2]1[CH:3]=[C:4]([CH:7]=[CH:8][C:9]=1[OH:10])[CH:5]=[O:6].Cl[CH2:12][C:13]1[CH:22]=[CH:21][C:20]2[C:19]([CH3:24])([CH3:23])[CH2:18][CH2:17][C:16]([CH3:26])([CH3:25])[C:15]=2[CH:14]=1.C(=O)([O-])[O-].[K+].[K+].O>CC(C)=O.[I-].[Na+]>[OH:1][C:2]1[CH:3]=[C:4]([CH:7]=[CH:8][C:9]=1[O:10][CH2:12][C:13]1[CH:22]=[CH:21][C:20]2[C:19]([CH3:24])([CH3:23])[CH2:18][CH2:17][C:16]([CH3:26])([CH3:25])[C:15]=2[CH:14]=1)[CH:5]=[O:6] |f:2.3.4,7.8|. Procedure details: 3,4-Dihydroxybenzaldehyde (0.580 g., 4.20 mmol, 1 equiv.) is dissolved in 4.2 mL of acetone. 2-Chloromethyl-(5,5,8,8-tetramethyl-5,6,7,8-tetrahydronaphthalene) (18a) (1.00 g., 4.20 mmol, 1 equiv.), sodium iodide (0.020 g., 0.133 mmol, 0.03 equiv.), and potassium carbonate (0.580 g., 4.20 mmol, 1 equiv.) are added, and the mixture is heated to reflux for 19 hours. The mixture is poured into water, and extracted twice with ether, and once with EtOAc. The combined extracts are washed with brine, dr... Reactants: CC(C)(C)c1ccc(S(=O)(=O)Nc2ccc(Cl)cc2-n2cccn2)cc1, O=C(OOC(=O)c1ccccc1)c1ccccc1, ClC(Cl)(Cl)Cl, O=C1CCC(=O)N1Cl. Product: CC(C)(C)c1ccc(S(=O)(=O)Nc2ccc(Cl)c(Cl)c2-n2cccn2)cc1. Reaction SMILES: [C:1]([CH3:2])([CH3:3])([CH3:4])[c:5]1[cH:6][cH:7][c:8]([S:11](=[O:12])(=[O:13])[NH:14][c:15]2[c:16](-[n:22]3[n:23][cH:24][cH:25][cH:26]3)[cH:17][c:18]([Cl:21])[cH:19][cH:20]2)[cH:9][cH:10]1.[C:35]([O:36][O:37][C:38](=[O:39])[c:40]1[cH:41][cH:42][cH:43][cH:44][cH:45]1)(=[O:46])[c:47]1[cH:48][cH:49][cH:50][cH:51][cH:52]1.[C:53]([Cl:54])([Cl:55])([Cl:56])[Cl:57].[Cl:27][N:28]1[C:29](=[O:30])[CH2:31][CH2:32][C:33]1=[O:34]>>[C:1]([CH3:2])([CH3:3])([CH3:4])[c:5]1[cH:6][cH:7][c:8]([S:11](=[O:12])(=[O:13])[NH:14][c:15]2[c:16](-[n:22]3[n:23][cH:24][cH:25][cH:26]3)[c:17]([Cl:27])[c:18]([Cl:21])[cH:19][cH:20]2)[cH:9][cH:10]1. Starting materials: FC(C1=NN=C(S1)N1C(N(CCC1O)C)=O)(F)F (Tetrahydro-1-(5-trifluoromethyl-1,3,4-thiadiazol-2-yl)-3-methyl-6-hydroxy-2(1H)-pyrimidinone), ClC(=O)OC1=CC=C(C=C1)C#N (4-cyanophenyl chloroformate). Run in N1=CC=CC=C1 (pyridine), N1=CC=CC=C1 (pyridine). Conditions: time 15 minute. Product: FC(C1=NN=C(S1)N1C(N(CCC1OC(=O)OC1=CC=C(C=C1)C#N)C)=O)(F)F (tetrahydro-1-(5-trifluoromethyl-1,3,4-thiadiazol-2-yl)-3-methyl-6-(4-cyanophenoxycarbonyloxy)-2(1H)-pyrimidinone). Reaction SMILES: [F:1][C:2]([F:18])([F:17])[C:3]1[S:7][C:6]([N:8]2[CH:13]([OH:14])[CH2:12][CH2:11][N:10]([CH3:15])[C:9]2=[O:16])=[N:5][N:4]=1.Cl[C:20]([O:22][C:23]1[CH:28]=[CH:27][C:26]([C:29]#[N:30])=[CH:25][CH:24]=1)=[O:21]>N1C=CC=CC=1>[F:18][C:2]([F:1])([F:17])[C:3]1[S:7][C:6]([N:8]2[CH:13]([O:14][C:20]([O:22][C:23]3[CH:28]=[CH:27][C:26]([C:29]#[N:30])=[CH:25][CH:24]=3)=[O:21])[CH2:12][CH2:11][N:10]([CH3:15])[C:9]2=[O:16])=[N:5][N:4]=1. Procedure details: Tetrahydro-1-(5-trifluoromethyl-1,3,4-thiadiazol-2-yl)-3-methyl-6-hydroxy-2(1H)-pyrimidinone (0.05 mole) dissolved in pyridine (80 ml) is charged into a glass reaction vessel equipped with a mechanical stirrer and thermometer. The solution is cooled to a temperature of about 10° C. and 4-cyanophenyl chloroformate (0.06 mole) dissolved in pyridine (25 ml) is slowly added with stirring over a period of about 15 minutes. After the addition is completed, the reaction mixture is warmed to room temper...